This data is from the Open Reaction Database (ORD), a public repository of structured organic reaction records. The task is: describe an organic reaction: reactants, conditions, products, and yield Reactants: ClC1=CC=C(C=C1)C#CCCCCCCCCCCCNC1=CC=C(C(=O)NCC(=O)OCC)C=C1 (ethyl N-{4-[13-(4-chlorophenyl)tridec-12-ynylamino]benzoyl}glycinate), [OH-].[Na+] (sodium hydroxide). The solvent is C(C)O (ethanol). Yields the product ClC1=CC=C(C=C1)C#CCCCCCCCCCCCNC1=CC=C(C(=O)NCC(=O)O)C=C1 (N-{4-[13-(4-chlorophenyl)tridec-12-ynylamino]benzoyl}glycine). Reaction SMILES: [Cl:1][C:2]1[CH:7]=[CH:6][C:5]([C:8]#[C:9][CH2:10][CH2:11][CH2:12][CH2:13][CH2:14][CH2:15][CH2:16][CH2:17][CH2:18][CH2:19][CH2:20][NH:21][C:22]2[CH:36]=[CH:35][C:25]([C:26]([NH:28][CH2:29][C:30]([O:32]CC)=[O:31])=[O:27])=[CH:24][CH:23]=2)=[CH:4][CH:3]=1.[OH-].[Na+]>C(O)C>[Cl:1][C:2]1[CH:7]=[CH:6][C:5]([C:8]#[C:9][CH2:10][CH2:11][CH2:12][CH2:13][CH2:14][CH2:15][CH2:16][CH2:17][CH2:18][CH2:19][CH2:20][NH:21][C:22]2[CH:36]=[CH:35][C:25]([C:26]([NH:28][CH2:29][C:30]([OH:32])=[O:31])=[O:27])=[CH:24][CH:23]=2)=[CH:4][CH:3]=1 |f:1.2|. Reported procedure: A mixture of 26.4 g. of ethyl N-{4-[13-(4-chlorophenyl)tridec-12-ynylamino]benzoyl}glycinate, 110 ml. of 1N sodium hydroxide solution; and 100 ml. of ethanol is stirred at ambient temperature for 2 hours and then partially evaporated. The aqueous solution is washed with diethyl ether, acidified with 6N hydrochloric acid, and filtered. The white solid is dried in vacuo and recrystallized from acetone to yield N-{4-[13-(4-chlorophenyl)tridec-12-ynylamino]benzoyl}glycine. Starting materials: BrC1=CC(=C(N)C(=C1)CC)CC (4-bromo-2,6-diethylaniline), Cl (HCl), O[PH2]=O (H3PO2), N(=O)[O-].[Na+] (sodium nitrite). Solvent: O (water), CCO (EtOH), C(C)(=O)O (acetic acid), O (water). Conditions: temperature -5 celsius, time 30 minute. The product is C(C)C=1C=C(C=C(C1)CC)Br (3,5-Diethylbromobenzene). The yield is 96.3%. As a reaction SMILES: [Br:1][C:2]1[CH:8]=[C:7]([CH2:9][CH3:10])[C:5](N)=[C:4]([CH2:11][CH3:12])[CH:3]=1.Cl.N([O-])=O.[Na+].O[PH2]=O>O.CCO.C(O)(=O)C>[CH2:11]([C:4]1[CH:3]=[C:2]([Br:1])[CH:8]=[C:7]([CH2:9][CH3:10])[CH:5]=1)[CH3:12] |f:2.3|. Reported procedure: A mixture of 20 g of 4-bromo-2,6-diethylaniline, 160 ml of acetic acid, 100 ml of concentrated HCl solution, 30 ml of water and 100 ml of EtOH is cooled to −5° C., a solution of 6.6 g of sodium nitrite in 25 ml of water is added dropwise and the mixture is left stirring at RT for 30 minutes. The reaction mixture is poured into 170 ml of 50% H3PO2 cooled to 0° C. and is left stirring for 2 hours at 0° C. and then for 48 hours at RT. The reaction mixture is extracted with ether, the organic phase ...